From a dataset of the Open Reaction Database (ORD), a public repository of structured organic reaction records. describe an organic reaction: reactants, conditions, products, and yield As a reaction SMILES: [Br-:10].[CH2:11]([CH3:12])[Mg+:13].[CH2:22]1[O:23][CH2:24][CH2:25][CH2:26]1.[CH3:17][CH2:18][O:19][CH2:20][CH3:21].[CH3:1][C:2]([CH2:3][CH2:4][CH2:5][C:6]#[N:7])([CH3:8])[CH3:9].[CH3:27][CH:28]([CH3:29])[O-:30].[CH3:31][CH:32]([CH3:33])[O-:34].[CH3:35][CH:36]([CH3:37])[O-:38].[CH3:39][CH:40]([CH3:41])[O-:42].[ClH:14].[Na+:16].[OH-:15].[Ti+4:43]>>[CH3:1][C:2]([CH2:3][CH2:4][CH2:5][C:6]1([NH2:7])[CH2:11][CH2:12]1)([CH3:8])[CH3:9]. Starting materials: [Br-], CC[Mg+], C1CCOC1, CCOCC, CC(C)(C)CCCC#N, CC(C)[O-], CC(C)[O-], CC(C)[O-], CC(C)[O-], Cl, [Na+], [OH-], [Ti+4]. Product: CC(C)(C)CCCC1(N)CC1. Reactants: C(CCCCCCCCC)C1=CC=C2C=CC(=CC2=C1)OC (7-decyl-2-methoxynaphthalene), CSSC (dimethyl disulfide). Yields the product C(CCCCCCCCC)C1=CC=C2C=C(C(=CC2=C1)OC)SC (7-Decyl-3-methylthio-2-methoxynaphthalene). Isolated yield 93.0%. As a reaction SMILES: [CH2:1]([C:11]1[CH:20]=[C:19]2[C:14]([CH:15]=[CH:16][C:17]([O:21][CH3:22])=[CH:18]2)=[CH:13][CH:12]=1)[CH2:2][CH2:3][CH2:4][CH2:5][CH2:6][CH2:7][CH2:8][CH2:9][CH3:10].[CH3:23][S:24]SC>>[CH2:1]([C:11]1[CH:20]=[C:19]2[C:14]([CH:15]=[C:16]([S:24][CH3:23])[C:17]([O:21][CH3:22])=[CH:18]2)=[CH:13][CH:12]=1)[CH2:2][CH2:3][CH2:4][CH2:5][CH2:6][CH2:7][CH2:8][CH2:9][CH3:10]. Reported procedure: 7-Decyl-3-methylthio-2-methoxynaphthalene (compound (4)-12) was synthesized from 7-decyl-2-methoxynaphthalene (compound (3)-12) and dimethyl disulfide by the same method as that in Example 14 (yield of 93%, recrystallized from hexane to obtain yellow crystals). Starting materials: C(C1=CC=CC=C1)OC1=CC=C(OC[C@H](CN2CCN(CC2)S(=O)(=O)C2=CC=C(C=C2)OC)O)C=C1 ((S)-1-(4-benzyloxyphenoxy)-2-hydroxy-3-[4-(4-methoxyphenylsulfonyl)piperazin-1-yl)propane), ( 13 ), N1CCNCC1 (piperazine), ( 32 ), N1CCNCC1 (piperazine), ( 69 ), ( 8 ), ( 54 ), ( 445 ), C(Cl)(Cl)Cl (CHCl3), [K+].[Br-] (KBr), Na. The reagents and catalysts are [Pd] (Pd/C). Run in C(Cl)Cl (CH2Cl2). Product: O[C@H](COC1=CC=C(C=C1)O)CN1CCN(CC1)S(=O)(=O)C1=CC=C(C=C1)OC ((S)-2-hydroxy-1-(4-hydroxyphenoxy)-3-[4-(4-methoxyphenylsulfonyl)piperazin-1-yl]propane). RXN SMILES: C([O:8][C:9]1[CH:36]=[CH:35][C:12]([O:13][CH2:14][C@@H:15]([OH:34])[CH2:16][N:17]2[CH2:22][CH2:21][N:20]([S:23]([C:26]3[CH:31]=[CH:30][C:29]([O:32][CH3:33])=[CH:28][CH:27]=3)(=[O:25])=[O:24])[CH2:19][CH2:18]2)=[CH:11][CH:10]=1)C1C=CC=CC=1.C(Cl)(Cl)Cl.[K+].[Br-].N1CCNCC1>C(Cl)Cl.[Pd]>[OH:34][C@@H:15]([CH2:16][N:17]1[CH2:22][CH2:21][N:20]([S:23]([C:26]2[CH:27]=[CH:28][C:29]([O:32][CH3:33])=[CH:30][CH:31]=2)(=[O:24])=[O:25])[CH2:19][CH2:18]1)[CH2:14][O:13][C:12]1[CH:35]=[CH:36][C:9]([OH:8])=[CH:10][CH:11]=1 |f:2.3|. Reported procedure: Pd/C at 10% (290 mg) is suspended in a solution of (S)-1-(4-benzyloxyphenoxy)-2-hydroxy-3-[4-(4-methoxyphenylsulfonyl)piperazin-1-yl)propane (Example 26) (583 mg, 1.14 mM) in CH2Cl2 (10 ml) and maintained in agitation in H2 atmosphere (1 atm) for 18 hours. The catalyst is then removed by filtering the reaction mixture on Celite, and the solvent is distilled under vacuum. The oily residue is crystallized (ethyl acetate/petroleum ether). A white solid is obtained (90% of yield). Pf 148.3-149.2° C.... Reactants: ice water, BrBr (bromine), [OH-].[Na+] (sodium hydroxide), ClC1=CC=C(OC(C(CC#C)(C(C)(C)C)O)N2N=CN=C2)C=C1 (4-((4-chlorophenoxy)-(1H-1,2,4-triazol-1-yl)-methyl)-5,5-dimethyl-hex-1-yn-4-ol). The product is BrC#CCC(C(C)(C)C)(O)C(N1N=CN=C1)OC1=CC=C(C=C1)Cl (1-bromo-4-((4-chlorophenoxy)-(1H-1,2,4-triazol-1-yl)-methyl)-5,5-dimethyl-hex-1-yn-4-ol). Yield: 86.0%. Conditions: time 5 hour. RXN SMILES: [Cl:1][C:2]1[CH:23]=[CH:22][C:5]([O:6][CH:7]([N:17]2[CH:21]=[N:20][CH:19]=[N:18]2)[C:8]([OH:16])([C:12]([CH3:15])([CH3:14])[CH3:13])[CH2:9][C:10]#[CH:11])=[CH:4][CH:3]=1.[Br:24]Br.[OH-].[Na+]>O1CCOCC1>[Br:24][C:11]#[C:10][CH2:9][C:8]([CH:7]([O:6][C:5]1[CH:4]=[CH:3][C:2]([Cl:1])=[CH:23][CH:22]=1)[N:17]1[CH:21]=[N:20][CH:19]=[N:18]1)([OH:16])[C:12]([CH3:15])([CH3:13])[CH3:14] |f:2.3|. Solvent: O1CCOCC1 (dioxane). Procedure details: 14 g (0.04 mol) of 4-((4-chlorophenoxy)-(1H-1,2,4-triazol-1-yl)-methyl)-5,5-dimethyl-hex-1-yn-4-ol (obtained as described in Example 1), dissolved in 75 ml of dioxane, were added dropwise to a solution of 7.7 g (0.048 mol) of bromine in 40 ml of 10% strength sodium hydroxide solution at 0° C. After five hours, the reaction mixture was stirred into ice water. The precipitated product was filtered off under suction, washed with water and dried. 14.2 g (86.1% of theory) of 1-bromo-4-((4-chloropheno... Reactants: ClC=1N=C(C2=C(N1)C=C(S2)Cl)C(=O)C=2SC=CC2 ((2,6-Dichloro-thieno[3,2-d]pyrimidin-4-yl)-thiophen-2-yl-methan-one), N1=CC(=CC=C1)CN (3-picolylamine). Solvent: C(CCC)O (n-butanol). Conditions: temperature 100 celsius. Product: ClC1=CC=2N=C(N=C(C2S1)C(=O)C=1SC=CC1)NCC=1C=NC=CC1 ({6-Chloro-2-[(pyridin-3-ylmethyl)-amino]-thieno[3,2-d]pyrimidin-4-yl}-thiophen-2-yl-methanone). Isolated yield 38.0%. Reaction SMILES: Cl[C:2]1[N:3]=[C:4]([C:12]([C:14]2[S:15][CH:16]=[CH:17][CH:18]=2)=[O:13])[C:5]2[S:10][C:9]([Cl:11])=[CH:8][C:6]=2[N:7]=1.[N:19]1[CH:24]=[CH:23][CH:22]=[C:21]([CH2:25][NH2:26])[CH:20]=1>C(O)CCC>[Cl:11][C:9]1[S:10][C:5]2[C:4]([C:12]([C:14]3[S:15][CH:16]=[CH:17][CH:18]=3)=[O:13])=[N:3][C:2]([NH:26][CH2:25][C:21]3[CH:20]=[N:19][CH:24]=[CH:23][CH:22]=3)=[N:7][C:6]=2[CH:8]=1. Reported procedure: A stirred solution of Example 4 (5 g, 16 mmol) in n-butanol (120 ml) was treated with 3-picolylamine (8.1 ml, 80 mmol) and heated to 100° C. for 2 h. The reaction mixture was cooled to room temperature, reduced in vacuo and the residue purified by silica gel (100 g) column chromatography (3% MeOH/DCM) affording the title compound in 38% yield, >95% purity. LC-MS m/z=387.0 [M+H]+; RT=3.30 min; LC-MS method 1. Starting materials: C1(=CC=CC=C1)O (phenol), [H-].[Na+] (NaH), C(C)(C)(C)OC(=O)N1CCC(CC1)N1N(C(C(=C1C1=NC(=NC=C1)S(=O)(=O)C)C1=CC=C(C=C1)F)=O)C (4-[4-(4-fluorophenyl)-2-methyl-5-(2-methanesulfonyl-pyrimidin-4-yl)-3-oxo-2,3-dihydro-pyrazol-1-yl]-piperidine-1 carboxylic acid tert-butyl ester). Solvent: C1CCOC1 (THF), C1CCOC1 (THF). Conditions: time 5 minute. The product is C(C)(C)(C)OC(=O)N1CCC(CC1)N1N(C(C(=C1C1=NC(=NC=C1)OC1=CC=CC=C1)C1=CC=C(C=C1)F)=O)C (4-[4-(4-fluorophenyl)-2-methyl-5-(2-phenoxy-pyrimidin-4-yl)-3-oxo-2,3-dihydro-pyrazol-1-yl]-piperidine-1 carboxylic acid tert-butyl ester). As a reaction SMILES: [C:1]1([OH:7])[CH:6]=[CH:5][CH:4]=[CH:3][CH:2]=1.[H-].[Na+].[C:10]([O:14][C:15]([N:17]1[CH2:22][CH2:21][CH:20]([N:23]2[C:27]([C:28]3[CH:33]=[CH:32][N:31]=[C:30](S(C)(=O)=O)[N:29]=3)=[C:26]([C:38]3[CH:43]=[CH:42][C:41]([F:44])=[CH:40][CH:39]=3)[C:25](=[O:45])[N:24]2[CH3:46])[CH2:19][CH2:18]1)=[O:16])([CH3:13])([CH3:12])[CH3:11]>C1COCC1>[C:10]([O:14][C:15]([N:17]1[CH2:22][CH2:21][CH:20]([N:23]2[C:27]([C:28]3[CH:33]=[CH:32][N:31]=[C:30]([O:7][C:1]4[CH:6]=[CH:5][CH:4]=[CH:3][CH:2]=4)[N:29]=3)=[C:26]([C:38]3[CH:39]=[CH:40][C:41]([F:44])=[CH:42][CH:43]=3)[C:25](=[O:45])[N:24]2[CH3:46])[CH2:19][CH2:18]1)=[O:16])([CH3:13])([CH3:12])[CH3:11] |f:1.2|. Procedure: To a solution of phenol (0.11 g, 1.16 mmol) in THF (5 mL) is added NaH (0.024 g of a 60% dispersion in mineral oil, 0.58 mmol). After stirring for 5 min at room temp, a solution of 4-[4-(4-fluorophenyl)-2-methyl-5-(2-methanesulfonyl-pyrimidin-4-yl)-3-oxo-2,3-dihydro-pyrazol-1-yl]-piperidine-1 carboxylic acid tert-butyl ester, 12, (0.154 g, 0.29 mmol) in THF (3 mL) is added all at once. The reaction mixture is stirred at room temp for 14 hours and then quenched by pouring into aqueous saturated N... Reactants: C1CCNCC1, COc1cc(CCOc2ccc(C=O)cc2)ccc1OS(C)(=O)=O, CC(=O)O, Cc1ccccc1, O, O=C1CSC(=O)N1. Product: COc1cc(CCOc2ccc(C=C3SC(=O)NC3=O)cc2)ccc1OS(C)(=O)=O. RXN SMILES: [CH2:32]1[CH2:33][CH2:34][NH:35][CH2:36][CH2:37]1.[CH3:1][S:2](=[O:3])(=[O:4])[O:5][c:6]1[c:7]([O:23][CH3:24])[cH:8][c:9]([CH2:12][CH2:13][O:14][c:15]2[cH:16][cH:17][c:18]([CH:21]=[O:22])[cH:19][cH:20]2)[cH:10][cH:11]1.[CH3:38][C:39](=[O:40])[OH:41].[CH3:42][c:43]1[cH:44][cH:45][cH:46][cH:47][cH:48]1.[OH2:49].[S:25]1[C:26](=[O:31])[NH:27][C:28](=[O:30])[CH2:29]1>>[CH3:1][S:2](=[O:3])(=[O:4])[O:5][c:6]1[c:7]([O:23][CH3:24])[cH:8][c:9]([CH2:12][CH2:13][O:14][c:15]2[cH:16][cH:17][c:18]([CH:21]=[C:29]3[S:25][C:26](=[O:31])[NH:27][C:28]3=[O:30])[cH:19][cH:20]2)[cH:10][cH:11]1.